Task: describe an organic reaction: reactants, conditions, products, and yield. Dataset: the Open Reaction Database (ORD), a public repository of structured organic reaction records The reactants are C1(CCCC1)NC1=CC=C(C=C1)C(C(F)(F)F)(C#CC1=CC=CC=C1)O (2-(4-cyclopentylamino-phenyl)-1,1,1-trifluoro-4-phenyl-but-3-yn-2-ol), ClC1=C(C=C(C=C1)Cl)S(=O)(=O)Cl (2,5-dichlorobenzenesulfonyl chloride). Solvent: N1=CC=CC=C1 (pyridine). Conditions: temperature 70 celsius. Product: ClC1=C(C=C(C=C1)Cl)S(=O)(=O)N(C1=CC=C(C=C1)C(C#CC1=CC=CC=C1)(C(F)(F)F)O)C1CCCC1 (2,5-Dichloro-N-cyclopentyl-N-[4-(1-hydroxy-3-phenyl-1-trifluoromethyl-prop-2-ynyl)-phenyl]-benzenesulfonamide). RXN SMILES: [CH:1]1([NH:6][C:7]2[CH:12]=[CH:11][C:10]([C:13]([OH:26])([C:18]#[C:19][C:20]3[CH:25]=[CH:24][CH:23]=[CH:22][CH:21]=3)[C:14]([F:17])([F:16])[F:15])=[CH:9][CH:8]=2)[CH2:5][CH2:4][CH2:3][CH2:2]1.[Cl:27][C:28]1[CH:33]=[CH:32][C:31]([Cl:34])=[CH:30][C:29]=1[S:35](Cl)(=[O:37])=[O:36]>N1C=CC=CC=1>[Cl:27][C:28]1[CH:33]=[CH:32][C:31]([Cl:34])=[CH:30][C:29]=1[S:35]([N:6]([CH:1]1[CH2:2][CH2:3][CH2:4][CH2:5]1)[C:7]1[CH:12]=[CH:11][C:10]([C:13]([OH:26])([C:14]([F:16])([F:17])[F:15])[C:18]#[C:19][C:20]2[CH:21]=[CH:22][CH:23]=[CH:24][CH:25]=2)=[CH:9][CH:8]=1)(=[O:37])=[O:36]. Procedure details: A mixture of 53 mg of 2-(4-cyclopentylamino-phenyl)-1,1,1-trifluoro-4-phenyl-but-3-yn-2-ol (0.15 mmol) and 44 mg of 2,5-dichlorobenzenesulfonyl chloride (0.18 mmol) in 0.2 ml of pyridine was heated to 70° C. for 14 hours. After this time the reaction mixture was allowed to cool to room temperature, quenched by the addition of a saturated aqueous solution of ammonium chloride, and extracted with EtOAc. The combined organic layers were washed with brine, dried over MgSO4, filtered and the filtrate... As a reaction SMILES: [CH3:25][O:26][c:27]1[c:28]([N+:42]([O-:43])=[O:44])[cH:29][c:30]([C:33](=[O:34])[N:35]2[CH2:36][CH2:37][N:38]([CH3:41])[CH2:39][CH2:40]2)[cH:31][cH:32]1.[NH2:1][c:2]1[cH:3][cH:4][c:5]([N:6]2[CH2:7][CH2:8][CH2:9][CH:10]([C:11]([N:12]3[CH2:13][CH2:14][N:15]([CH3:16])[CH2:17][CH2:18]3)=[O:19])[CH2:20]2)[cH:21][c:22]1[O:23][CH3:24]>>[CH3:25][O:26][c:27]1[c:28]([NH2:42])[cH:29][c:30]([C:33](=[O:34])[N:35]2[CH2:36][CH2:37][N:38]([CH3:41])[CH2:39][CH2:40]2)[cH:31][cH:32]1. Product: COc1ccc(C(=O)N2CCN(C)CC2)cc1N. Reactants: COc1ccc(C(=O)N2CCN(C)CC2)cc1[N+](=O)[O-], COc1cc(N2CCCC(C(=O)N3CCN(C)CC3)C2)ccc1N. Reactants: CCO, NC(=O)c1ccc(OCc2ccccc2)cc1, [Na+], [OH-]. Yields the product O=C(O)c1ccc(OCc2ccccc2)cc1. As a reaction SMILES: [CH3:18][CH2:19][OH:20].[NH2:1][C:2](=[O:3])[c:4]1[cH:5][cH:6][c:7]([O:8][CH2:9][c:10]2[cH:11][cH:12][cH:13][cH:14][cH:15]2)[cH:16][cH:17]1.[Na+:22].[OH-:21]>>[C:2](=[O:3])([c:4]1[cH:5][cH:6][c:7]([O:8][CH2:9][c:10]2[cH:11][cH:12][cH:13][cH:14][cH:15]2)[cH:16][cH:17]1)[OH:20]. Starting materials: N[C@H](C(=O)OCC)[C@@H](CC)O (ethyl (2S*,3R*)-2-amino-3-hydr oxy-pentanoate). Solvent: Cl (HCl). Run at temperature 130 celsius, time 30 minute. Product: N[C@H](C(=O)O)[C@@H](CC)O ((2S*,3R*)-2-amino-3-hydr oxy-pentanoic acid). RXN SMILES: [NH2:1][C@@H:2]([C@H:8]([OH:11])[CH2:9][CH3:10])[C:3]([O:5]CC)=[O:4]>Cl>[NH2:1][C@@H:2]([C@H:8]([OH:11])[CH2:9][CH3:10])[C:3]([OH:5])=[O:4]. Procedure: In a 35 ml microwave vial, ethyl (2S*,3R*)-2-amino-3-hydr oxy-pentanoate (0.078 g, 0.48 mmol) was dissolved in a 6.0 M HCl aqueous solution (7.0 mL) and stirred at 130° C. for 30 min. The reaction mixture was concentrated under reduced pressure and the resulting yellowish solid was used without further purification in the following step. MS (ESI) m/z: 134 [M−H]+; (ESI) m/z: 132 [M−H]−. The reactants are CC(=O)c1csc(-c2ccc(Br)cc2)c1O, CC(C)NC(=O)c1ccc(C(=O)NN)s1. Yields the product CC(=NNC(=O)c1ccc(C(=O)NC(C)C)s1)c1csc(-c2ccc(Br)cc2)c1O. Reaction SMILES: [Br:1][c:2]1[cH:3][cH:4][c:5](-[c:8]2[s:9][cH:10][c:11]([C:14](=[O:15])[CH3:16])[c:12]2[OH:13])[cH:6][cH:7]1.[CH:17]([CH3:18])([CH3:19])[NH:20][C:21](=[O:22])[c:23]1[s:24][c:25]([C:28](=[O:29])[NH:30][NH2:31])[cH:26][cH:27]1>>[Br:1][c:2]1[cH:3][cH:4][c:5](-[c:8]2[s:9][cH:10][c:11]([C:14]([CH3:16])=[N:31][NH:30][C:28]([c:25]3[s:24][c:23]([C:21]([NH:20][CH:17]([CH3:18])[CH3:19])=[O:22])[cH:27][cH:26]3)=[O:29])[c:12]2[OH:13])[cH:6][cH:7]1. Starting materials: ClC1=C(C=NC2=CC(=C(C=C12)OC)OCCCCl)C#N (4-chloro-7-(3-chloropropoxy)-3-cyano-6-methoxyquinoline), resultant mixture, C[Si](N[Si](C)(C)C)(C)C.[Na] (Sodium hexamethyldisilazane), ClC1=CC=C2C(=C1N)OCO2 (6-chloro-2,3-methylenedioxyaniline). Run in CN(C)C=O (DMF), O (water), CN(C)C=O (DMF). Run at temperature 0 celsius, time 5 minute. Product: ClC1=CC=C2C(=C1NC1=C(C=NC3=CC(=C(C=C13)OC)OCCCCl)C#N)OCO2 (4-(6-chloro-2,3-methylenedioxyanilino)-7-(3-chloropropoxy)-3-cyano-6-methoxyquinoline). The yield is 86.5%. As a reaction SMILES: C[Si](C)(C)N[Si](C)(C)C.[Na].[Cl:11][C:12]1[C:17]([NH2:18])=[C:16]2[O:19][CH2:20][O:21][C:15]2=[CH:14][CH:13]=1.Cl[C:23]1[C:32]2[C:27](=[CH:28][C:29]([O:35][CH2:36][CH2:37][CH2:38][Cl:39])=[C:30]([O:33][CH3:34])[CH:31]=2)[N:26]=[CH:25][C:24]=1[C:40]#[N:41]>CN(C=O)C.O>[Cl:11][C:12]1[C:17]([NH:18][C:23]2[C:32]3[C:27](=[CH:28][C:29]([O:35][CH2:36][CH2:37][CH2:38][Cl:39])=[C:30]([O:33][CH3:34])[CH:31]=3)[N:26]=[CH:25][C:24]=2[C:40]#[N:41])=[C:16]2[O:19][CH2:20][O:21][C:15]2=[CH:14][CH:13]=1 |f:0.1,^1:9|. Procedure details: Sodium hexamethyldisilazane (1M solution in THF; 3.34 ml) was added to a solution of 6-chloro-2,3-methylenedioxyaniline (0.573 g) in DMF (12 ml) that was cooled to 0° C. and the mixture was stirred for 5 minutes. A solution of 4-chloro-7-(3-chloropropoxy)-3-cyano-6-methoxyquinoline (0.5 g) in DMF (3 ml) was added and the resultant mixture was stirred at ambient temperature for 1 hour. The reaction mixture was diluted with water and extracted with ethyl acetate. The organic phase was washed with ... Reactants: C(C)(C)[N-]C(C)C.[Li+] (lithium diisopropyl amide), CCOC(=O)C (EtOAc), C1(=CC=CC=C1)CC(=O)O (phenyl acetic acid), C1(CCC1)=O (cyclobutanone). The solvent is CCOC(=O)C.O (EtOAc water), C1CCOC1 (THF), C1CCOC1 (THF), CCCCCC (hexane), C1CCOC1 (THF). Run at time 30 minute. Yields the product OC1(CCC1)C(C(=O)O)C1=CC=CC=C1 (2-(1-hydroxycyclobutyl)-2-phenylacetic acid). Yield: 73.0%. RXN SMILES: C([N-]C(C)C)(C)C.[Li+].[C:9]1([CH2:15][C:16]([OH:18])=[O:17])[CH:14]=[CH:13][CH:12]=[CH:11][CH:10]=1.[C:19]1(=[O:23])[CH2:22][CH2:21][CH2:20]1.CCOC(C)=O>C1COCC1.CCCCCC.CCOC(C)=O.O>[OH:23][C:19]1([CH:15]([C:9]2[CH:14]=[CH:13][CH:12]=[CH:11][CH:10]=2)[C:16]([OH:18])=[O:17])[CH2:22][CH2:21][CH2:20]1 |f:0.1,7.8|. Procedure: To a dried 250 mL round bottom flask containing 2 M lithium diisopropyl amide in THF (2 eq.) in THF (60 mL) at 0° C., was added phenyl acetic acid (1.0 g, 7.35 mmol, 1 eq). The resulting mixture was stirred at ambient temperature for 30 minutes. The reaction mixture was then cooled to −78° C. and a mixture of cyclobutanone (commercially available from Sigma-Aldrich, Milwaukee, Wis.) (0.617 g, 8.82 mmol, 1.2 eq.) in THF (20 mL) was added dropwise. The resulting mixture was then stirred at −78° C....